From a dataset of the Open Reaction Database (ORD), a public repository of structured organic reaction records. describe an organic reaction: reactants, conditions, products, and yield The reactants are N(C(=O)C)CCC1=CC=C(C=C1)CCC(=O)OC (methyl 3-[4-(2-acetaminoethyl)phenyl]-propionate). Reagents/catalysts: [Ru](=O)=O (ruthenium dioxide). Solvent: C(C)O (ethanol). Product: N(C(=O)C)CCC1CCC(CC1)CCC(=O)OC (methyl 3-[4-(2-acetaminoethyl)-cyclohexyl]-propionate). The yield is 82.0%. Reaction SMILES: [NH:1]([CH2:5][CH2:6][C:7]1[CH:12]=[CH:11][C:10]([CH2:13][CH2:14][C:15]([O:17][CH3:18])=[O:16])=[CH:9][CH:8]=1)[C:2]([CH3:4])=[O:3]>C(O)C.[Ru](=O)=O>[NH:1]([CH2:5][CH2:6][CH:7]1[CH2:8][CH2:9][CH:10]([CH2:13][CH2:14][C:15]([O:17][CH3:18])=[O:16])[CH2:11][CH2:12]1)[C:2]([CH3:4])=[O:3]. Procedure details: by the hydrogenation of methyl 3-[4-(2-acetaminoethyl)phenyl]-propionate in the presence of ruthenium dioxide in ethanol. Yield 82% of theory, semi-crystalline product.